From a dataset of the Open Reaction Database (ORD), a public repository of structured organic reaction records. describe an organic reaction: reactants, conditions, products, and yield The reactants are ClC1=NC(=NC(=C1)C(F)(F)F)C1=CC=NC=C1 (4-chloro-2-(4-pyridinyl)-6-trifluoromethyl-pyrimidine), COC=1C=C(N)C=C(C1)OC (3,5-dimethoxyaniline). The product is COC=1C=C(NC2=NC(=NC(=C2)C(F)(F)F)C2=CC=NC=C2)C=C(C1)OC (4-(3,5-Dimethoxyanilino)-2-(4-pyridinyl)-6-trifluoromethyl-pyrimidine), solid. Yield: 54.7%. As a reaction SMILES: Cl[C:2]1[CH:7]=[C:6]([C:8]([F:11])([F:10])[F:9])[N:5]=[C:4]([C:12]2[CH:17]=[CH:16][N:15]=[CH:14][CH:13]=2)[N:3]=1.[CH3:18][O:19][C:20]1[CH:21]=[C:22]([CH:24]=[C:25]([O:27][CH3:28])[CH:26]=1)[NH2:23]>>[CH3:28][O:27][C:25]1[CH:24]=[C:22]([CH:21]=[C:20]([O:19][CH3:18])[CH:26]=1)[NH:23][C:2]1[CH:7]=[C:6]([C:8]([F:11])([F:10])[F:9])[N:5]=[C:4]([C:12]2[CH:17]=[CH:16][N:15]=[CH:14][CH:13]=2)[N:3]=1. Reported procedure: The title compound was prepared from 4-chloro-2-(4-pyridinyl)-6-trifluoromethyl-pyrimidine (150 mg, 0.578 mmol) and 3,5-dimethoxyaniline (95 mg, 0.621 mmol) similar to Example 160 and was isolated as off-white solid (119 mg, 0.316 mmol, 55%). 1H NMR (DMSO-d6): 10.31 (s, br, 1H), 8.80 (m, 2H), 8.17 (m, 2H), 7.17 (s, 1H), 7.04 (s, 2H), 6.32 (m, 1H), 3.80 (s, 6H), 3.53 (s, 1H).